This data is from the Open Reaction Database (ORD), a public repository of structured organic reaction records. The task is: describe an organic reaction: reactants, conditions, products, and yield Reactants: BrC(C(=O)NC(NC=1SC2=C(C3=C(OCC2)C=C(C=C3)Br)N1)=O)(C)C (2-bromo-2-methyl-N-(8-bromo-4,5-dihydrothiazolo[4,5-d]benzo[b]oxepin-2-yl)carbamoylpropanamide), C([O-])([O-])=O.[Cs+].[Cs+] (cesium carbonate). Solvent: CN(C=O)C (N,N-Dimethylformamide). Conditions: temperature 60 celsius, time 2 hour. Product: BrC=1C=CC2=C(OCCC3=C2N=C(S3)N3C(NC(C3(C)C)=O)=O)C1 (1-(8-Bromo-4,5-dihydrothiazolo[4,5-d]benzo[b]oxepin-2-yl)-5,5-dimethylimidazolidin-2,4-dione). As a reaction SMILES: Br[C:2]([CH3:25])([CH3:24])[C:3]([NH:5][C:6](=[O:23])[NH:7][C:8]1[S:9][C:10]2[CH2:16][CH2:15][O:14][C:13]3[CH:17]=[C:18]([Br:21])[CH:19]=[CH:20][C:12]=3[C:11]=2[N:22]=1)=[O:4].C(=O)([O-])[O-].[Cs+].[Cs+]>CN(C)C=O>[Br:21][C:18]1[CH:19]=[CH:20][C:12]2[C:11]3[N:22]=[C:8]([N:7]4[C:2]([CH3:25])([CH3:24])[C:3](=[O:4])[NH:5][C:6]4=[O:23])[S:9][C:10]=3[CH2:16][CH2:15][O:14][C:13]=2[CH:17]=1 |f:1.2.3|. Reported procedure: A mixture of 1.002 g (2.048 mmol) of 2-bromo-2-methyl-N-(8-bromo-4,5-dihydrothiazolo[4,5-d]benzo[b]oxepin-2-yl)carbamoylpropanamide and 1.660 g (5.11 mmol) of cesium carbonate in 100 ml of N,N-Dimethylformamide was stirred at 60° C. for 2 hours. The mixture was filtered, the filtrate concentrated in high vacuum, the residue partitioned between ethyl acetate and water. pH was adjusted to 5 by addition of 5% aq citric acid. The organic extracts were washed with water, brine, dried over MgSO4 and c... Starting materials: [BH4-], CO, COc1cc2c(cc1OC)C(C)(C)CC2=O, [Na+], O, Cc1ccc(S(=O)(=O)O)cc1. Product: COc1cc2c(cc1OC)C(C)(C)C=C2. As a reaction SMILES: [BH4-:1].[CH3:31][OH:32].[CH3:3][O:4][c:5]1[cH:6][c:7]2[c:11]([cH:12][c:13]1[O:14][CH3:15])[C:10](=[O:16])[CH2:9][C:8]2([CH3:17])[CH3:18].[Na+:2].[OH2:19].[c:20]1([CH3:21])[cH:22][cH:23][c:24]([S:25]([OH:26])(=[O:27])=[O:28])[cH:29][cH:30]1>>[CH3:3][O:4][c:5]1[cH:6][c:7]2[c:11]([cH:12][c:13]1[O:14][CH3:15])[CH:10]=[CH:9][C:8]2([CH3:17])[CH3:18]. Starting materials: CC(=O)O[BH-](OC(C)=O)OC(C)=O, CC(=O)O, CO, Cc1cc(NC(=O)CCN2CCC(OC(=O)Nc3ccccc3-c3ccccc3)CC2)c(C)cc1C=O, ClCCl, CC(C)(C)[Si](C)(C)OC(CN)c1ccc(O)c(NC=O)c1, [Na+]. Product: Cc1cc(NC(=O)CCN2CCC(OC(=O)Nc3ccccc3-c3ccccc3)CC2)c(C)cc1CNCC(O[Si](C)(C)C(C)(C)C)c1ccc(O)c(NC=O)c1. RXN SMILES: [C:62]([O:63][BH-:64]([O:65][C:66](=[O:67])[CH3:68])[O:69][C:70](=[O:71])[CH3:72])(=[O:73])[CH3:74].[CH3:76][C:77](=[O:78])[OH:79].[CH3:80][OH:81].[CH:1](=[O:2])[c:3]1[cH:4][c:5]([CH3:37])[c:6]([NH:10][C:11](=[O:12])[CH2:13][CH2:14][N:15]2[CH2:16][CH2:17][CH:18]([O:21][C:22]([NH:23][c:24]3[c:25](-[c:30]4[cH:31][cH:32][cH:33][cH:34][cH:35]4)[cH:26][cH:27][cH:28][cH:29]3)=[O:36])[CH2:19][CH2:20]2)[cH:7][c:8]1[CH3:9].[Cl:59][CH2:60][Cl:61].[NH2:38][CH2:39][CH:40]([O:41][Si:42]([CH3:43])([CH3:44])[C:45]([CH3:46])([CH3:47])[CH3:48])[c:49]1[cH:50][cH:51][c:52]([OH:58])[c:53]([NH:55][CH:56]=[O:57])[cH:54]1.[Na+:75]>>[CH2:1]([c:3]1[cH:4][c:5]([CH3:37])[c:6]([NH:10][C:11](=[O:12])[CH2:13][CH2:14][N:15]2[CH2:16][CH2:17][CH:18]([O:21][C:22]([NH:23][c:24]3[c:25](-[c:30]4[cH:31][cH:32][cH:33][cH:34][cH:35]4)[cH:26][cH:27][cH:28][cH:29]3)=[O:36])[CH2:19][CH2:20]2)[cH:7][c:8]1[CH3:9])[NH:38][CH2:39][CH:40]([O:41][Si:42]([CH3:43])([CH3:44])[C:45]([CH3:46])([CH3:47])[CH3:48])[c:49]1[cH:50][cH:51][c:52]([OH:58])[c:53]([NH:55][CH:56]=[O:57])[cH:54]1.